Dataset: the Open Reaction Database (ORD), a public repository of structured organic reaction records. Task: describe an organic reaction: reactants, conditions, products, and yield Starting materials: CC=1C(=NC=CC1)CO (3-methylpyridine-2-methanol), BrC=1C(=NC=C(N1)C)NS(=O)(=O)C1=C(C(=CC=C1)Cl)Cl (N-(3-bromo-5-methyl-2-pyrazinyl)-2,3-dichlorobenzenesulphonamide). The product is ClC1=C(C=CC=C1Cl)S(=O)(=O)NC1=NC=C(N=C1OCC1=NC=CC=C1C)C (2,3-Dichloro-N-[5-methyl-3-(3-methyl-2-pyridinylmethoxy)-2-pyrazinyl]benzenesulphonamide). As a reaction SMILES: [CH3:1][C:2]1[C:3]([CH2:8][OH:9])=[N:4][CH:5]=[CH:6][CH:7]=1.Br[C:11]1[C:12]([NH:18][S:19]([C:22]2[CH:27]=[CH:26][CH:25]=[C:24]([Cl:28])[C:23]=2[Cl:29])(=[O:21])=[O:20])=[N:13][CH:14]=[C:15]([CH3:17])[N:16]=1>>[Cl:29][C:23]1[C:24]([Cl:28])=[CH:25][CH:26]=[CH:27][C:22]=1[S:19]([NH:18][C:12]1[C:11]([O:9][CH2:8][C:3]2[C:2]([CH3:1])=[CH:7][CH:6]=[CH:5][N:4]=2)=[N:16][C:15]([CH3:17])=[CH:14][N:13]=1)(=[O:20])=[O:21]. Reported procedure: Prepared by the method of Example 20 using 3-methylpyridine-2-methanol (0.05 g) and N-(3-bromo-5-methyl-2-pyrazinyl)-2,3-dichlorobenzenesulphonamide (0.1 g). Yield 0.021 g.